This data is from the Open Reaction Database (ORD), a public repository of structured organic reaction records. The task is: describe an organic reaction: reactants, conditions, products, and yield Starting materials: CCOC(C)=O, C=Cc1cnc2c(N)nc3cc(C)ccc3c2c1, CO, [H][H]. The product is CCc1cnc2c(N)nc3cc(C)ccc3c2c1. Reaction SMILES: [C:23]([O:24][CH2:25][CH3:26])(=[O:27])[CH3:28].[CH3:1][c:2]1[cH:3][c:4]2[c:5]([c:6]3[cH:7][c:8]([CH:15]=[CH2:16])[cH:9][n:10][c:11]3[c:12]([NH2:14])[n:13]2)[cH:17][cH:18]1.[CH3:21][OH:22].[H:19][H:20]>>[CH3:1][c:2]1[cH:3][c:4]2[c:5]([c:6]3[cH:7][c:8]([CH2:15][CH3:16])[cH:9][n:10][c:11]3[c:12]([NH2:14])[n:13]2)[cH:17][cH:18]1. The reactants are COc1ccc(C(=O)OC(C(=O)O)(C(=O)c2ccc(OC)cc2)C(O)C(=O)O)cc1, O=C([O-])O, COc1cc(C(=O)Cl)cc(OC)c1OC, CC(C)=O, OCCC1(c2ccc(Cl)c(Cl)c2)CCNC1, [Na+], [Na+], [OH-], O. Product: COc1cc(C(=O)N2CCC(CCO)(c3ccc(Cl)c(Cl)c3)C2)cc(OC)c1OC. As a reaction SMILES: [C:1]([O:2][C:3]([C:4](=[O:5])[c:6]1[cH:7][cH:8][c:9]([O:10][CH3:11])[cH:12][cH:13]1)([CH:14]([C:15]([OH:16])=[O:17])[OH:18])[C:19]([OH:20])=[O:21])(=[O:22])[c:23]1[cH:24][cH:25][c:26]([O:27][CH3:28])[cH:29][cH:30]1.[C:49](=[O:50])([OH:51])[O-:52].[CH3:54][O:55][c:56]1[cH:57][c:58]([C:59](=[O:60])[Cl:61])[cH:62][c:63]([O:67][CH3:68])[c:64]1[O:65][CH3:66].[CH3:69][C:70](=[O:71])[CH3:72].[Cl:31][c:32]1[cH:33][c:34]([C:39]2([CH2:44][CH2:45][OH:46])[CH2:40][NH:41][CH2:42][CH2:43]2)[cH:35][cH:36][c:37]1[Cl:38].[Na+:48].[Na+:53].[OH-:47].[OH2:73]>>[Cl:31][c:32]1[cH:33][c:34]([C:39]2([CH2:44][CH2:45][OH:46])[CH2:40][N:41]([C:59]([c:58]3[cH:57][c:56]([O:55][CH3:54])[c:64]([O:65][CH3:66])[c:63]([O:67][CH3:68])[cH:62]3)=[O:60])[CH2:42][CH2:43]2)[cH:35][cH:36][c:37]1[Cl:38]. The reactants are B(Br)(Br)Br (boron tribromide), C1(CCCCC1)CC1=NC2=C(N1CC1=CC=C(C=C1)C=1C(=CC=CC1)C(=O)O)C=C(C(=C2)OC)OC (4'-[(2-cyclohexylmethyl-5,6-dimethoxy-benzimidazol-1-yl)-methyl]biphenyl-2-carboxylic acid). The solvent is ClCCl (dichloromethane). Conditions: time 5 hour. The product is C1(CCCCC1)CC1=NC2=C(N1CC1=CC=C(C=C1)C=1C(=CC=CC1)C(=O)O)C=C(C(=C2)O)O (4'-[(2-Cyclohexylmethyl-5,6-dihydroxy-benzimidazol-1-yl)-methyl]biphenyl-2-carboxylic acid). Reaction SMILES: B(Br)(Br)Br.[CH:5]1([CH2:11][C:12]2[N:16]([CH2:17][C:18]3[CH:23]=[CH:22][C:21]([C:24]4[C:25]([C:30]([OH:32])=[O:31])=[CH:26][CH:27]=[CH:28][CH:29]=4)=[CH:20][CH:19]=3)[C:15]3[CH:33]=[C:34]([O:39]C)[C:35]([O:37]C)=[CH:36][C:14]=3[N:13]=2)[CH2:10][CH2:9][CH2:8][CH2:7][CH2:6]1>ClCCl>[CH:5]1([CH2:11][C:12]2[N:16]([CH2:17][C:18]3[CH:19]=[CH:20][C:21]([C:24]4[C:25]([C:30]([OH:32])=[O:31])=[CH:26][CH:27]=[CH:28][CH:29]=4)=[CH:22][CH:23]=3)[C:15]3[CH:33]=[C:34]([OH:39])[C:35]([OH:37])=[CH:36][C:14]=3[N:13]=2)[CH2:10][CH2:9][CH2:8][CH2:7][CH2:6]1. Procedure details: 0.29 ml (3 mmol) of boron tribromide is added dropwise to a suspension of 242 mg (0.5 mmol) of 4'-[(2-cyclohexylmethyl-5,6-dimethoxy-benzimidazol-1-yl)-methyl]biphenyl-2-carboxylic acid in 25 ml of dichloromethane at -5° C. When the addition is complete, the cooling bath is removed and the mixture is stirred at ambient temperature for 5 hours. 20 ml of methanol are then added while the mixture is cooled with ice, then the reaction mixture is evaporated to dryness and the residue is suspended in ... The reactants are BrC1=CC=CC=2N1C(N(N2)C[C@H]2[C@@H](C2)C2=NC=CC=C2)=O (5-bromo-2-(((1R,2R)-2-(pyridin-2-yl)cyclopropyl)methyl)-[1,2,4]triazolo[4,3-a]pyridin-3(2H)-one), N1CCOCC1 (morpholine). Reaction conditions: temperature 120 celsius. The product is O1CCN(CC1)C1=CC=CC=2N1C(N(N2)C[C@H]2[C@@H](C2)C2=NC=CC=C2)=O (5-morpholino-2-(((1R,2R)-2-(pyridin-2-yl)cyclopropyl)methyl)-[1,2,4]triazolo[4,3-a]pyridin-3(2H)-one). Yield: 62.3%. As a reaction SMILES: Br[C:2]1[N:7]2[C:8](=[O:21])[N:9]([CH2:11][C@@H:12]3[CH2:14][C@H:13]3[C:15]3[CH:20]=[CH:19][CH:18]=[CH:17][N:16]=3)[N:10]=[C:6]2[CH:5]=[CH:4][CH:3]=1.[NH:22]1[CH2:27][CH2:26][O:25][CH2:24][CH2:23]1>>[O:25]1[CH2:26][CH2:27][N:22]([C:2]2[N:7]3[C:8](=[O:21])[N:9]([CH2:11][C@@H:12]4[CH2:14][C@H:13]4[C:15]4[CH:20]=[CH:19][CH:18]=[CH:17][N:16]=4)[N:10]=[C:6]3[CH:5]=[CH:4][CH:3]=2)[CH2:23][CH2:24]1. Procedure: In a 1 mL microwave vial were placed 13-5 (22 mg, 0.064 mmol) and morpholine (1.00 g, 1.00 mL, 11.5 mmol). The vial was sealed and heated at 120° C. under microwave irradiation for 10 min. The reaction mixture was directly purified by reversed phase chromatography to give 14.0 mg (62%) of 13-6. 1H NMR δ (500 MHz, DMSO-d6): δ 8.44 (d, J=5.0 Hz, 1H), 7.81 (s, 1H), 7.36 (d, J=8.0 Hz, 1H), 7.28 (s, 1H), 7.01 (dd, J=9.3, 7.0 Hz, 1H), 6.72 (d, J=9.3 Hz, 1H), 5.75 (d, J=7.0 Hz, 1H), 3.90 (dd, J=6.9, 3.... Reactants: ClC1=C(C#N)C(=C(C(=N1)C)Cl)C (2,5-dichloro-4,6-dimethylnicotinonitrile), C(=O)([O-])[O-].[K+].[K+] (K2CO3), N1CCNCC1 (piperazine). Conditions: temperature 120 celsius. Product: ClC=1C(=C(C(=NC1C)N1CCNCC1)C#N)C (5-Chloro-4,6-dimethyl-2-piperazin-1-yl-pyridine-3-carbonitrile). The yield is 92.7%. As a reaction SMILES: Cl[C:2]1[N:9]=[C:8]([CH3:10])[C:7]([Cl:11])=[C:6]([CH3:12])[C:3]=1[C:4]#[N:5].C([O-])([O-])=O.[K+].[K+].[NH:19]1[CH2:24][CH2:23][NH:22][CH2:21][CH2:20]1>>[Cl:11][C:7]1[C:6]([CH3:12])=[C:3]([C:4]#[N:5])[C:2]([N:19]2[CH2:24][CH2:23][NH:22][CH2:21][CH2:20]2)=[N:9][C:8]=1[CH3:10] |f:1.2.3|. Procedure details: A mixture of 2,5-dichloro-4,6-dimethylnicotinonitrile (200 mg, 0.995 mmol), K2CO3 (275 mg, 1.990 mmol) and piperazine (5141 mg, 59.7 mmol) was heated under microwave heating at 120° C. for 15 minutes. After cooling to room temperature the mixture was partitioned between 1N HCl and DCM. The layers were separated and the aqueous layer was extracted once with DCM, basified with NaOH (4N) and extracted with DCM (4×). The combined organic layers were dried (sodium sulfate) and concentrated under redu... Reactants: FC1=C(C=C(C=C1)F)C=1N=COC1C=1C=CC=2N(C1)C(=NN2)C(C)C (6-[4-(2,5-Difluoro-phenyl)-oxazol-5-yl]-3-isopropyl-[1,2,4]triazolo[4,3-a]pyridine), C1(=CC=C(C=C1)S(=O)(=O)O)C (p-Toluenesulfonic acid). Run in CC(=O)C (acetone). Conditions: temperature 50 celsius, time 12 hour. Yields the product C1(=CC=C(C=C1)S(=O)(=O)O)C.FC1=C(C=C(C=C1)F)C=1N=COC1C=1C=CC=2N(C1)C(=NN2)C(C)C (6-[4-(2,5-Difluoro-phenyl)-oxazol-5-yl]-3-isopropyl-[1,2,4]triazolo[4,3-a]pyridine p-toluenesulfonate). Reaction SMILES: [F:1][C:2]1[CH:7]=[CH:6][C:5]([F:8])=[CH:4][C:3]=1[C:9]1[N:10]=[CH:11][O:12][C:13]=1[C:14]1[CH:15]=[CH:16][C:17]2[N:18]([C:20]([CH:23]([CH3:25])[CH3:24])=[N:21][N:22]=2)[CH:19]=1.[C:26]1([CH3:36])[CH:31]=[CH:30][C:29]([S:32]([OH:35])(=[O:34])=[O:33])=[CH:28][CH:27]=1>CC(C)=O>[C:26]1([CH3:36])[CH:27]=[CH:28][C:29]([S:32]([OH:35])(=[O:33])=[O:34])=[CH:30][CH:31]=1.[F:1][C:2]1[CH:7]=[CH:6][C:5]([F:8])=[CH:4][C:3]=1[C:9]1[N:10]=[CH:11][O:12][C:13]=1[C:14]1[CH:15]=[CH:16][C:17]2[N:18]([C:20]([CH:23]([CH3:25])[CH3:24])=[N:21][N:22]=2)[CH:19]=1 |f:3.4|. Procedure: To 6-[4-(2,5-Difluoro-phenyl)-oxazol-5-yl]-3-isopropyl-[1,2,4]triazolo[4,3-a]pyridine (5.0 g, 15 mmol) slurried in acetone (50 ml) was added p-Toluenesulfonic acid (2.7 g, 15 mmol). The resulting slurry was heated to 50° C. to form a solution and was then cooled and stirred at room temperature for 12 hours and filtered. 6-[4-(2,5-Difluoro-phenyl)-oxazol-5-yl]-3-isopropyl-[1,2,4]triazolo[4,3-a]pyridine p-toluenesulfonate was obtained.